From a dataset of the Open Reaction Database (ORD), a public repository of structured organic reaction records. describe an organic reaction: reactants, conditions, products, and yield Reactants: CCC(=O)c1ccc(Br)cc1, C1COCCO1, CCOC(C)=O, [Cl-], [Cl-], [Na+], [Na+], O=S(=O)([O-])[O-], O, OCCS, [Zn+2]. Product: CCC1(c2ccc(Br)cc2)OCCS1. As a reaction SMILES: [Br:1][c:2]1[cH:3][cH:4][c:5]([C:8]([CH2:9][CH3:10])=[O:11])[cH:6][cH:7]1.[CH2:24]1[O:25][CH2:26][CH2:27][O:28][CH2:29]1.[CH3:33][CH2:34][O:35][C:36](=[O:37])[CH3:38].[Cl-:30].[Cl-:32].[Na+:16].[Na+:17].[O-:18][S:19](=[O:20])(=[O:21])[O-:22].[OH2:23].[SH:12][CH2:13][CH2:14][OH:15].[Zn+2:31]>>[Br:1][c:2]1[cH:3][cH:4][c:5]([C:8]2([CH2:9][CH3:10])[O:11][CH2:14][CH2:13][S:12]2)[cH:6][cH:7]1.